Dataset: the Open Reaction Database (ORD), a public repository of structured organic reaction records. Task: describe an organic reaction: reactants, conditions, products, and yield The reactants are C(C)OC=1C=C2C(C(NC2=CC1)=O)=O (5-ethoxyisatin), ClC1=C(C=CC=C1)[Mg]Br (2-chlorophenylmagnesium bromide). Product: ClC1=C(C=CC=C1)C1(C(NC2=CC=C(C=C12)OCC)=O)O (3-(2-Chlorophenyl)-5-ethoxy-1,3-dihydro-3-hydroxyindol-2-one). RXN SMILES: [CH2:1]([O:3][C:4]1[CH:5]=[C:6]2[C:10](=[CH:11][CH:12]=1)[NH:9][C:8](=[O:13])[C:7]2=[O:14])[CH3:2].[Cl:15][C:16]1[CH:21]=[CH:20][CH:19]=[CH:18][C:17]=1[Mg]Br>>[Cl:15][C:16]1[CH:21]=[CH:20][CH:19]=[CH:18][C:17]=1[C:7]1([OH:14])[C:6]2[C:10](=[CH:11][CH:12]=[C:4]([O:3][CH2:1][CH3:2])[CH:5]=2)[NH:9][C:8]1=[O:13]. Reported procedure: This compound is prepared according to the procedure described in Preparation 6 from 5-ethoxyisatin and 2-chlorophenylmagnesium bromide (prepared according to P. G. Gassman in J. Am. Chem. Soc., 1974, 9, 5512). Reactants: [BH4-], CCCC[N+](CCCC)(CCCC)CCCC, COCCCN1C(=O)COc2ccc(COC3CN(C(=O)OCc4ccccc4)CCC3c3ccc(C(=O)OC)cc3)cc21, ClC(Cl)Cl, Cl, [Na+], O, O=C([O-])O. Yields the product COCCCN1CCOc2ccc(COC3CN(C(=O)OCc4ccccc4)CCC3c3ccc(C(=O)OC)cc3)cc21. Reaction SMILES: [BH4-:45].[CH2:46]([N+:47]([CH2:48][CH2:49][CH2:50][CH3:51])([CH2:52][CH2:53][CH2:54][CH3:55])[CH2:56][CH2:57][CH2:58][CH3:59])[CH2:60][CH2:61][CH3:62].[CH3:1][O:2][C:3](=[O:4])[c:5]1[cH:6][cH:7][c:8]([CH:11]2[CH:12]([O:27][CH2:28][c:29]3[cH:30][cH:31][c:32]4[c:33]([cH:44]3)[N:34]([CH2:39][CH2:40][CH2:41][O:42][CH3:43])[C:35](=[O:38])[CH2:36][O:37]4)[CH2:13][N:14]([C:17](=[O:18])[O:19][CH2:20][c:21]3[cH:22][cH:23][cH:24][cH:25][cH:26]3)[CH2:15][CH2:16]2)[cH:9][cH:10]1.[CH:69]([Cl:70])([Cl:71])[Cl:72].[ClH:63].[Na+:64].[OH2:73].[OH:65][C:66](=[O:67])[O-:68]>>[CH3:1][O:2][C:3](=[O:4])[c:5]1[cH:6][cH:7][c:8]([CH:11]2[CH:12]([O:27][CH2:28][c:29]3[cH:30][cH:31][c:32]4[c:33]([cH:44]3)[N:34]([CH2:39][CH2:40][CH2:41][O:42][CH3:43])[CH2:35][CH2:36][O:37]4)[CH2:13][N:14]([C:17](=[O:18])[O:19][CH2:20][c:21]3[cH:22][cH:23][cH:24][cH:25][cH:26]3)[CH2:15][CH2:16]2)[cH:9][cH:10]1.